The task is: describe an organic reaction: reactants, conditions, products, and yield. This data is from the Open Reaction Database (ORD), a public repository of structured organic reaction records. Starting materials: [OH-].[Na+] (sodium hydroxide), O.C1(=CC=C(C=C1)S(=O)(=O)O)C (p-toluenesulfonic acid monohydrate), FC1=CC=C(C=C1)C(=CCCN1CCC2(C(OC(O2)=O)=C)CC1)C1=CC=C(C=C1)F (8-[4,4-bis(4-fluorophenyl)-3-butenyl]-4-methylene-2-oxo-1,3-dioxa-8-azaspiro[4,5]decane), C(CCC)N (butylamine). Run in C=1(C(=CC=CC1)C)C (xylene), C=1(C(=CC=CC1)C)C (xylene). Reaction conditions: time 18 hour. The product is FC1=CC=C(C=C1)C(=CCCN1CCC2(C(N(C(O2)=O)CCCC)=C)CC1)C1=CC=C(C=C1)F (8-[4,4-bis(4-fluorophenyl)-3-butenyl]-3-n-butyl-4-methylene-2-oxo-1-oxa-3,8-diazaspiro[4,5]decane). Isolated yield 72.5%. Reaction SMILES: [F:1][C:2]1[CH:7]=[CH:6][C:5]([C:8]([C:24]2[CH:29]=[CH:28][C:27]([F:30])=[CH:26][CH:25]=2)=[CH:9][CH2:10][CH2:11][N:12]2[CH2:23][CH2:22][C:15]3([O:19][C:18](=O)[O:17][C:16]3=[CH2:21])[CH2:14][CH2:13]2)=[CH:4][CH:3]=1.[CH2:31]([NH2:35])[CH2:32][CH2:33][CH3:34].O.C1(C)C=CC(S(O)(=O)=O)=CC=1.[OH-].[Na+]>C1(C)C(C)=CC=CC=1>[F:1][C:2]1[CH:7]=[CH:6][C:5]([C:8]([C:24]2[CH:29]=[CH:28][C:27]([F:30])=[CH:26][CH:25]=2)=[CH:9][CH2:10][CH2:11][N:12]2[CH2:13][CH2:14][C:15]3([O:19][C:18](=[O:17])[N:35]([CH2:31][CH2:32][CH2:33][CH3:34])[C:16]3=[CH2:21])[CH2:22][CH2:23]2)=[CH:4][CH:3]=1 |f:2.3,4.5|. Reported procedure: A mixture containing 8.2 g of 8-[4,4-bis(4-fluorophenyl)-3-butenyl]-4-methylene-2-oxo-1,3-dioxa-8-azaspiro[4,5]decane, 25 ml of xylene and 2.0 ml of butylamine is stirred at room temperature for 18 hours, then 0.8 g of p-toluenesulfonic acid monohydrate and 70 ml of xylene are added and the reaction mixture is boiled while azeotropically distilling off the water formed in the reaction. After termination of the reaction which is observed by thin layer chromatography (TLC), the mixture is cooled d... Starting materials: COC1(C(NC(C1)=O)=O)OC (3,3-dimethoxypyrrolidine-2,5-dione), CC=1C=CC(=CC1)S(=O)(=O)O.O (TsOH·water), petroleum ether EtOAc. Run in C1(=CC=CC=C1)C (toluene). The product is COC=1C(NC(C1)=O)=O (3-methoxy-1H-pyrrole-2,5-dione). Isolated yield 70.5%. As a reaction SMILES: [CH3:1][O:2][C:3]1(OC)[CH2:7][C:6](=[O:8])[NH:5][C:4]1=[O:9].CC1C=CC(S(O)(=O)=O)=CC=1.O>C1(C)C=CC=CC=1>[CH3:1][O:2][C:3]1[C:4](=[O:9])[NH:5][C:6](=[O:8])[CH:7]=1 |f:1.2|. Reported procedure: To a solution of 3,3-dimethoxypyrrolidine-2,5-dione (12.3 g, 77 mmol) in toluene (500 mL) was added TsOH·water (1.46 g, 7.7 mmol). A Dean Stark Trap was attached and the reaction mixture was refluxed overnight. TLC (petroleum ether/EtOAc=1/1) showed the reaction was complete. The mixture was concentrated and purified by column chromatography (from petroleum ether/EtOAc=2/1 to petroleum ether/EtOAc=1/1) to afford 3-methoxy-1H-pyrrole-2,5-dione (6.9 g, 70% yield) as an orange solid.